Task: describe an organic reaction: reactants, conditions, products, and yield. Dataset: the Open Reaction Database (ORD), a public repository of structured organic reaction records Reactants: NCC1CN(CC1)C(=O)OC(C)(C)C (3-(RS)-aminomethyl-1-tert-butoxycarbonylpyrrolidine), 1-(3-dimethyl-aminopropyl)-3-ethylcarbodiimide hydrochloride, O.ON1N=NC2=C1C=CC=C2 (1-hydroxybenzotriazole hydrate), C(C)(C)N(CC)C(C)C (diisopropylethylamine), BrC=1C=NC(=NC1)OCC(=O)O (2-(5-bromopyrimidin-2-yloxy)acetic acid). Run in C(C)(=O)OCC (ethyl acetate), O1CCCC1 (tetrahydrofuran), ClC(C)Cl (dichloroethane). Conditions: time 8 hour. Product: C(C)(C)(C)OC(=O)N1CC(CC1)CNC(COC1=NC=C(C=N1)Br)=O (N-(1-tert-butoxycarbonylpyrrolidin-3-(RS)-ylmethyl)-2-(5-bromopyrimidin-2-yloxy)acetamide). As a reaction SMILES: [NH2:1][CH2:2][CH:3]1[CH2:7][CH2:6][N:5]([C:8]([O:10][C:11]([CH3:14])([CH3:13])[CH3:12])=[O:9])[CH2:4]1.C(N(C(C)C)CC)(C)C.[Br:24][C:25]1[CH:26]=[N:27][C:28]([O:31][CH2:32][C:33](O)=[O:34])=[N:29][CH:30]=1.O.ON1C2C=CC=CC=2N=N1>ClC(Cl)C.O1CCCC1.C(OCC)(=O)C>[C:11]([O:10][C:8]([N:5]1[CH2:6][CH2:7][CH:3]([CH2:2][NH:1][C:33](=[O:34])[CH2:32][O:31][C:28]2[N:27]=[CH:26][C:25]([Br:24])=[CH:30][N:29]=2)[CH2:4]1)=[O:9])([CH3:14])([CH3:13])[CH3:12] |f:3.4|. Reported procedure: To a solution of 3-(RS)-aminomethyl-1-tert-butoxycarbonylpyrrolidine in dichloroethane (17 mL) were sequentially added diisopropylethylamine (5.1 mL), a solution of 2-(5-bromopyrimidin-2-yloxy)acetic acid (2.9 g, 12.2 mmol, 1.1 equiv.) in tetrahydrofuran (43 mL), 1-hydroxybenzotriazole hydrate (2.4 g, 17.5 mmol, 1.5 equiv.) and 1-(3-dimethyl-aminopropyl)-3-ethylcarbodiimide hydrochloride (3.4 g, 17.6 mmol, 1.5 equiv.). The solution was stirred under N2 overnight. The reaction mixture was diluted... Starting materials: COC(=O)C=1SC(=CC1N)C(C(C)C)=O (3-Amino-5-isobutyrylthiophene-2-carboxylic acid methyl ester), COC(OC)N(C)C (dimethoxymethyldimethylamine). Product: COC(=O)C=1SC(=CC1N=CN(C)C)C(C(C)C)=O (3-(Dimethylaminomethyleneamino)-5-isobutyrylthiophene-2-carboxylic acid methyl ester). Reaction SMILES: [CH3:1][O:2][C:3]([C:5]1[S:6][C:7]([C:11](=[O:15])[CH:12]([CH3:14])[CH3:13])=[CH:8][C:9]=1[NH2:10])=[O:4].CO[CH:18]([N:21]([CH3:23])[CH3:22])OC>>[CH3:1][O:2][C:3]([C:5]1[S:6][C:7]([C:11](=[O:15])[CH:12]([CH3:13])[CH3:14])=[CH:8][C:9]=1[N:10]=[CH:18][N:21]([CH3:23])[CH3:22])=[O:4]. Reported procedure: 3-Amino-5-isobutyrylthiophene-2-carboxylic acid methyl ester and dimethoxymethyldimethylamine were reacted by method B. The product with the molecular weight of 382.36 (C13H18N2O3S) was obtained in this way; MS (ESI): 383 (M+H+).